From a dataset of the Open Reaction Database (ORD), a public repository of structured organic reaction records. describe an organic reaction: reactants, conditions, products, and yield The reactants are CN1CCCC1=O, Cc1cc(C2CC2)cc(C)c1O, Clc1nc(Cl)c2[nH]ccc2n1, [H-], [Na+], O. The product is Cc1cc(C2CC2)cc(C)c1Oc1nc(Cl)nc2cc[nH]c12. Reaction SMILES: [CH3:26][N:27]1[CH2:28][CH2:29][CH2:30][C:31]1=[O:32].[CH:3]1([c:6]2[cH:7][c:8]([CH3:14])[c:9]([OH:13])[c:10]([CH3:12])[cH:11]2)[CH2:4][CH2:5]1.[Cl:15][c:16]1[n:17][c:18]([Cl:25])[c:19]2[c:20]([n:21]1)[cH:22][cH:23][nH:24]2.[H-:2].[Na+:1].[OH2:33]>>[CH:3]1([c:6]2[cH:7][c:8]([CH3:14])[c:9]([O:13][c:18]3[n:17][c:16]([Cl:15])[n:21][c:20]4[c:19]3[nH:24][cH:23][cH:22]4)[c:10]([CH3:12])[cH:11]2)[CH2:4][CH2:5]1. The reactants are ice water, OC1=C(C(=O)OC)C=CC=C1OC (2-hydroxy-3-methoxybenzoic acid, methyl ester), C([O-])([O-])=O.[K+].[K+] (potassium carbonate), ClCC#N (chloroacetonitrile). Solvent: CN(C=O)C (N,N-dimethylformamide). Run at time 1 hour. The product is C(#N)CCOC1=C(C(=O)OC)C=CC=C1OC (2-cyanoethoxy-3-methoxybenzoic acid, methyl ester). Isolated yield 77.0%. Reaction SMILES: [OH:1][C:2]1[C:11]([O:12][CH3:13])=[CH:10][CH:9]=[CH:8][C:3]=1[C:4]([O:6][CH3:7])=[O:5].[C:14](=O)([O-])[O-].[K+].[K+].Cl[CH2:21][C:22]#[N:23]>CN(C)C=O>[C:22]([CH2:21][CH2:14][O:1][C:2]1[C:11]([O:12][CH3:13])=[CH:10][CH:9]=[CH:8][C:3]=1[C:4]([O:6][CH3:7])=[O:5])#[N:23] |f:1.2.3|. Reported procedure: A mixture of 57.1 g (0.31 mole) of 2-hydroxy-3-methoxybenzoic acid, methyl ester, 95.5 g (0.69 mole) of anhydrous potassium carbonate, and 23.9 ml (28.5 g; 0.38 mole) of chloroacetonitrile in 260 ml of N,N-dimethylformamide is heated on the steam bath for three hours. The mixture is cooled, added to 1700 g of ice/water, stirred for 1 hour, and the precipitated crude product is filtered and washed with water. Recrystallization from aqueous methanol yields 52.5 g 77% yield) of the 2-cyanoethoxy-3-... Starting materials: 15, NC1=NC=CC(=C1)C(=O)OC (methyl 2-amino-4-pyridinecarboxylate), ClCC(C)=O (1-chloro-2-propanone), [OH-].[Na+] (sodium hydroxide). Run in CO (methanol), CO (methanol). Product: CC=1N=C2N(C=CC(=C2)C(=O)OC)C1 (methyl 2-methylimidazo[1,2-a]pyridine-7-carboxylate). As a reaction SMILES: [NH2:1][C:2]1[CH:7]=[C:6]([C:8]([O:10][CH3:11])=[O:9])[CH:5]=[CH:4][N:3]=1.Cl[CH2:13][C:14](=O)[CH3:15].[OH-].[Na+]>CO>[CH3:15][C:14]1[N:1]=[C:2]2[CH:7]=[C:6]([C:8]([O:10][CH3:11])=[O:9])[CH:5]=[CH:4][N:3]2[CH:13]=1 |f:2.3|. Procedure details: A mixture of 15 parts of methyl 2-amino-4-pyridinecarboxylate, 13.75 parts of 1-chloro-2-propanone and 160 parts of absolute methanol was stirred and refluxed for 18 hours. The reaction mixture was treated with a sodium hydroxide solution 1N in methanol. The solvent was evaporated in vacuo and the residue was dissolved in trichloromethane. The solution was filtered and the filtrate was evaporated. The residue was purified by column-chromatography over silica gel using a mixture of trichlorometha... The reactants are COc1ccc2c(Sc3ccccc3)ccnc2c1, ClCCl, [Na+], O=C([O-])O, O=C(OO)c1cccc(Cl)c1. The product is COc1ccc2c(S(=O)c3ccccc3)ccnc2c1. Reaction SMILES: [CH3:1][O:2][c:3]1[cH:4][cH:5][c:6]2[c:7]([S:13][c:14]3[cH:15][cH:16][cH:17][cH:18][cH:19]3)[cH:8][cH:9][n:10][c:11]2[cH:12]1.[Cl:36][CH2:37][Cl:38].[Na+:35].[O-:31][C:32]([OH:33])=[O:34].[OH:20][O:21][C:22]([c:23]1[cH:24][c:25]([Cl:26])[cH:27][cH:28][cH:29]1)=[O:30]>>[CH3:1][O:2][c:3]1[cH:4][cH:5][c:6]2[c:7]([S:13]([c:14]3[cH:15][cH:16][cH:17][cH:18][cH:19]3)=[O:20])[cH:8][cH:9][n:10][c:11]2[cH:12]1. Reaction SMILES: [BH3:33].[ClH:34].[O:35]1[CH2:36][CH2:37][CH2:38][CH2:39]1.[OH:1][c:2]1[cH:3][c:4]2[c:17]([cH:18][cH:19]1)[CH:16]1[CH:7]([CH:6]([CH2:21][CH2:22][CH2:23][CH2:24][CH2:25][CH2:26][CH2:27][CH2:28][C:29](=[O:30])[NH:31][CH3:32])[CH2:5]2)[CH:8]2[CH2:9][CH2:10][CH:11]([OH:20])[C:12]2([CH3:13])[CH2:14][CH2:15]1>>[OH:1][c:2]1[cH:3][c:4]2[c:17]([cH:18][cH:19]1)[CH:16]1[CH:7]([CH:6]([CH2:21][CH2:22][CH2:23][CH2:24][CH2:25][CH2:26][CH2:27][CH2:28][CH2:29][NH:31][CH3:32])[CH2:5]2)[CH:8]2[CH2:9][CH2:10][CH:11]([OH:20])[C:12]2([CH3:13])[CH2:14][CH2:15]1. Reactants: B, Cl, C1CCOC1, CNC(=O)CCCCCCCCC1Cc2cc(O)ccc2C2CCC3(C)C(O)CCC3C12. Product: CNCCCCCCCCCC1Cc2cc(O)ccc2C2CCC3(C)C(O)CCC3C12. The reactants are NC1=NC=CC(=C1)O (2-Aminopyridin-4-ol), ClC(C(=O)OCC)C=O (Ethyl 2-chloro-3-oxopropanoate). Run in C(C)O (ethanol). Product: OC1=CC=2N(C=C1)C(=CN2)C(=O)OCC (ethyl 7-hydroxyimidazo[1,2-a]pyridine-3-carboxylate). As a reaction SMILES: [NH2:1][C:2]1[CH:7]=[C:6]([OH:8])[CH:5]=[CH:4][N:3]=1.Cl[CH:10]([CH:16]=O)[C:11]([O:13][CH2:14][CH3:15])=[O:12]>C(O)C>[OH:8][C:6]1[CH:5]=[CH:4][N:3]2[C:10]([C:11]([O:13][CH2:14][CH3:15])=[O:12])=[CH:16][N:1]=[C:2]2[CH:7]=1. Reported procedure: 2-Aminopyridin-4-ol (3 g, 27 mmol) was dissolved in ethanol (90 mL) in 250 mL round bottom flask. Ethyl 2-chloro-3-oxopropanoate (5% in benzene; 130 mL; Commercial solution from Toronto Research Chemicals Inc.) was added and the mixture refluxed for 10 hours. Reaction was concentrated and triturated with ethyl acetate before drying under high vacuum to give ethyl 7-hydroxyimidazo[1,2-a]pyridine-3-carboxylate as a beige solid (829 mg). Reactants: CC(=O)c1cc(C)cc(NC(=O)c2nnnn2Cc2ccccc2)c1O, CC(=O)O, [H][H]. Product: CC(=O)c1cc(C)cc(NC(=O)c2nnn[nH]2)c1O. RXN SMILES: [C:1]([CH3:2])(=[O:3])[c:4]1[c:5]([OH:26])[c:6]([NH:7][C:8](=[O:9])[c:10]2[n:11][n:12][n:13][n:14]2[CH2:15][c:16]2[cH:17][cH:18][cH:19][cH:20][cH:21]2)[cH:22][c:23]([CH3:25])[cH:24]1.[CH3:29][C:30](=[O:31])[OH:32].[H:27][H:28]>>[C:1]([CH3:2])(=[O:3])[c:4]1[c:5]([OH:26])[c:6]([NH:7][C:8](=[O:9])[c:10]2[n:11][n:12][n:13][nH:14]2)[cH:22][c:23]([CH3:25])[cH:24]1.